Dataset: the Open Reaction Database (ORD), a public repository of structured organic reaction records. Task: describe an organic reaction: reactants, conditions, products, and yield Reaction SMILES: [F:1][C:2]1[CH:7]=[CH:6][C:5]([N:8]2[CH:12]=[C:11]([C:13](O)=[O:14])[N:10]=[CH:9]2)=[CH:4][CH:3]=1.CO>C1COCC1>[F:1][C:2]1[CH:3]=[CH:4][C:5]([N:8]2[CH:12]=[C:11]([CH2:13][OH:14])[N:10]=[CH:9]2)=[CH:6][CH:7]=1. Reported procedure: 1-(4-Fluoro-phenyl)-1H-imidazole-4-carboxylic acid is dissolved in THF. Borane tetrahydrofuran complex in THF is added dropwise. The reaction is refluxed for 2 h and stirred at room temperature overnight. The reaction mixture is then cooled to 0° C. and methanol is added dropwise. The solvents are evaporated and the residue is taken up in HCl and refluxed for 2 h. The reaction mixture is then cooled to 0° C. and sodium hydroxide solution is added dropwise. The desired compound [1-(4-fluoro-pheny... The product is desired compound, FC1=CC=C(C=C1)N1C=NC(=C1)CO ([1-(4-fluoro-phenyl)-1H-imidazol-4-yl]-methanol). Reaction conditions: time 8 hour. Starting materials: FC1=CC=C(C=C1)N1C=NC(=C1)C(=O)O (1-(4-Fluoro-phenyl)-1H-imidazole-4-carboxylic acid), CO (methanol). Solvent: C1CCOC1 (THF), C1CCOC1 (THF). The reactants are ClCCl, O=C(Cl)CCCCCl, NC1CCCCC1. Yields the product O=C(CCCCCl)NC1CCCCC1. Reaction SMILES: [Cl:16][CH2:17][Cl:18].[Cl:8][CH2:9][CH2:10][CH2:11][CH2:12][C:13](=[O:14])[Cl:15].[NH2:1][CH:2]1[CH2:3][CH2:4][CH2:5][CH2:6][CH2:7]1>>[NH:1]([CH:2]1[CH2:3][CH2:4][CH2:5][CH2:6][CH2:7]1)[C:13]([CH2:12][CH2:11][CH2:10][CH2:9][Cl:8])=[O:14]. Reactants: [H-].[Na+] (sodium hydride), oil, BrC1=CC=C(C=C1)F (p-bromo-fluorobenzene), CN([C@H]1C[C@H](C2=C(CC1)C=CC=C2)O)C (cis 7-dimethylamino-6,7,8,9-tetrahydro-5H-benzocyclohepten-5-ol). The solvent is CS(=O)C (dimethylsulfoxide). Reaction conditions: temperature 50 celsius, time 15 minute. The product is CN([C@H]1C[C@H](C2=C(CC1)C=CC=C2)OC2=CC=C(C=C2)Br)C (cis N,N-dimethyl-5-[4-bromophenoxy]-6,7,8,9-tetrahydro-5H-benzocyclohepten-7-amine). Reaction SMILES: [H-].[Na+].[CH3:3][N:4]([CH3:17])[C@@H:5]1[CH2:11][CH2:10][C:9]2[CH:12]=[CH:13][CH:14]=[CH:15][C:8]=2[C@H:7]([OH:16])[CH2:6]1.[Br:18][C:19]1[CH:24]=[CH:23][C:22](F)=[CH:21][CH:20]=1>CS(C)=O>[CH3:3][N:4]([CH3:17])[C@@H:5]1[CH2:11][CH2:10][C:9]2[CH:12]=[CH:13][CH:14]=[CH:15][C:8]=2[C@H:7]([O:16][C:22]2[CH:23]=[CH:24][C:19]([Br:18])=[CH:20][CH:21]=2)[CH2:6]1 |f:0.1|. Reported procedure: A mixture of 8 ml of dimethylsulfoxide and 0.820 g of sodium hydride as a 50% oil dispersion was heated at 50° C. for 45 minutes and was then cooled to 20° C. 3 g of cis 7-dimethylamino-6,7,8,9-tetrahydro-5H-benzocyclohepten-5-ol were added thereto and the mixture stood at room temperature for 15 minutes after which 2 ml of p-bromo-fluorobenzene were added thereto. The mixture was heated at 90°±5° C. for one hour and was then cooled to 20° C. and extracted with methylene chloride. The organic ph... Starting materials: C(#N)[BH3-].[Na+] (sodium cyanoborohydride), C(C)(=O)O (acetic acid), C(CC)=O (propionaldehyde), NCCCCO (4-amino-1-butanol). Solvent: CO (methanol). Product: C(CC)N(CCCCO)CCC (4-dipropylamino-1-butanol). Reaction SMILES: [NH2:1][CH2:2][CH2:3][CH2:4][CH2:5][OH:6].[C:7]([BH3-])#N.[Na+].[C:11](O)(=O)[CH3:12].[CH:15](=O)[CH2:16][CH3:17]>CO>[CH2:15]([N:1]([CH2:7][CH2:11][CH3:12])[CH2:2][CH2:3][CH2:4][CH2:5][OH:6])[CH2:16][CH3:17] |f:1.2|. Procedure: In anhydrous methanol (20 ml), 4-amino-1-butanol (manufactured by Tokyo Kasei Kogyo Co., Ltd.) (1.03 g) was dissolved. Then, the solution was added with sodium cyanoborohydride (2.18 g), acetic acid (5.00 ml), and propionaldehyde (2.08 ml), followed by stirring under a nitrogen atmosphere at room temperature for 1 week. After completion of the reaction, the solvent was distilled off and the residue was then dissolved in chloroform, followed by stirring after the addition of a saturated aqueous s... The reactants are C1COCCO1, CNC, O=[N+]([O-])c1ccccc1S(=O)(=O)Cl, [Na+], [Na+], O=C([O-])[O-], C1CCOC1. Product: CN(C)S(=O)(=O)c1ccccc1[N+](=O)[O-]. RXN SMILES: [CH2:23]1[O:24][CH2:25][CH2:26][O:27][CH2:28]1.[CH3:20][NH:21][CH3:22].[N+:1](=[O:2])([O-:3])[c:4]1[c:5]([S:10](=[O:11])(=[O:12])[Cl:13])[cH:6][cH:7][cH:8][cH:9]1.[Na+:14].[Na+:15].[O-:16][C:17](=[O:18])[O-:19].[O:29]1[CH2:30][CH2:31][CH2:32][CH2:33]1>>[N+:1](=[O:2])([O-:3])[c:4]1[c:5]([S:10](=[O:11])(=[O:12])[N:21]([CH3:20])[CH3:22])[cH:6][cH:7][cH:8][cH:9]1.